This data is from the Open Reaction Database (ORD), a public repository of structured organic reaction records. The task is: describe an organic reaction: reactants, conditions, products, and yield The reactants are COC(CCC1=CC(=CC=C1)CNCC1=CC=C(C=C1)C(C)(C)C)=O (3-{3-[(4-tert-Butyl-benzylamino)-methyl]-phenyl}-propionic acid methyl ester), Cl.N1=C(C=CC=C1)S(=O)(=O)Cl (pyridine-2sulfonyl chloride hydrochloride). The solvent is C(C)N(CC)CC (triethylamine). The product is COC(CCC1=CC(=CC=C1)CN(S(=O)(=O)C1=NC=CC=C1)CC1=CC=C(C=C1)C(C)(C)C)=O (3-(3-{[(4-tert-Butyl-benzyl)-(pyridine-2-sulfonyl)-amino]-methyl}-phenyl)-propionic acid methyl ester). As a reaction SMILES: [CH3:1][O:2][C:3](=[O:25])[CH2:4][CH2:5][C:6]1[CH:11]=[CH:10][CH:9]=[C:8]([CH2:12][NH:13][CH2:14][C:15]2[CH:20]=[CH:19][C:18]([C:21]([CH3:24])([CH3:23])[CH3:22])=[CH:17][CH:16]=2)[CH:7]=1.Cl.[N:27]1[CH:32]=[CH:31][CH:30]=[CH:29][C:28]=1[S:33](Cl)(=[O:35])=[O:34]>C(N(CC)CC)C>[CH3:1][O:2][C:3](=[O:25])[CH2:4][CH2:5][C:6]1[CH:11]=[CH:10][CH:9]=[C:8]([CH2:12][N:13]([CH2:14][C:15]2[CH:16]=[CH:17][C:18]([C:21]([CH3:22])([CH3:24])[CH3:23])=[CH:19][CH:20]=2)[S:33]([C:28]2[CH:29]=[CH:30][CH:31]=[CH:32][N:27]=2)(=[O:35])=[O:34])[CH:7]=1 |f:1.2|. Procedure details: The title compound of Step B was prepared following the method described in Step B of Example 1 from 3-{3-[(4-tert-butyl-benzylamino)-methyl]-phenyl}-propionic acid methyl ester of Step A and pyridine-2sulfonyl chloride hydrochloride, of Preparation 47 using triethylamine in place of N,N-diisopropylethylamine. 1H NMR (400 MHz, CDCl3) δ 8.62 (m, 1H), 7.90 (m, 1H), 7.81 (m, 1H), 7.41 (m, 1H), 7.17 (d, 2H), 7.09 (m, 1H), 6.99 (m, 3H), 6.92 (m, 2H), 4.48 (s, 2H), 4.43 (s, 2H), 3.65 (s, 3H), 2.80 (t,... Starting materials: ClC1=C2C(=NC(=N1)N)N(N=C2)CC2=C(C=CC=C2)F (4-chloro-1-(2-fluorobenzyl)-1H-pyrazolo[3,4-d]pyrimidine-6-amine), S1C(=CC=C1)B(O)O (2-thiopheneboronic acid), C(=O)(O)[O-].[Na+] (NaHCO3). The reagents and catalysts are C=1C=CC(=CC1)[P](C=2C=CC=CC2)(C=3C=CC=CC3)[Pd]([P](C=4C=CC=CC4)(C=5C=CC=CC5)C=6C=CC=CC6)([P](C=7C=CC=CC7)(C=8C=CC=CC8)C=9C=CC=CC9)[P](C=1C=CC=CC1)(C=1C=CC=CC1)C=1C=CC=CC1 (Pd(PPh3)4). Solvent: C1CCOC1 (THF), O (H2O). Product: FC1=C(CN2N=CC=3C2=NC(=NC3C=3SC=CC3)N)C=CC=C1 (1-(2-Fluorobenzyl)-4-(2-thienyl)-1H-pyrazolo[3,4-d]pyrimidine-6-amine). Yield: 19.7%. RXN SMILES: Cl[C:2]1[N:7]=[C:6]([NH2:8])[N:5]=[C:4]2[N:9]([CH2:12][C:13]3[CH:18]=[CH:17][CH:16]=[CH:15][C:14]=3[F:19])[N:10]=[CH:11][C:3]=12.[S:20]1[CH:24]=[CH:23][CH:22]=[C:21]1B(O)O.C([O-])(O)=O.[Na+]>C1COCC1.O.C1C=CC([P]([Pd]([P](C2C=CC=CC=2)(C2C=CC=CC=2)C2C=CC=CC=2)([P](C2C=CC=CC=2)(C2C=CC=CC=2)C2C=CC=CC=2)[P](C2C=CC=CC=2)(C2C=CC=CC=2)C2C=CC=CC=2)(C2C=CC=CC=2)C2C=CC=CC=2)=CC=1>[F:19][C:14]1[CH:15]=[CH:16][CH:17]=[CH:18][C:13]=1[CH2:12][N:9]1[C:4]2=[N:5][C:6]([NH2:8])=[N:7][C:2]([C:21]3[S:20][CH:24]=[CH:23][CH:22]=3)=[C:3]2[CH:11]=[N:10]1 |f:2.3,^1:42,44,63,82|. Procedure: A stirred solution of 4-chloro-1-(2-fluorobenzyl)-1H-pyrazolo[3,4-d]pyrimidine-6-amine(139 mg, 0.5 mmol) in dry THF (10 mL) was treated with 2-thiopheneboronic acid (128 mg, 1.0 mmol), Pd(PPh3)4 (50 mg, 10 mol %) and saturated aqueous NaHCO3 solution (2 mL), refluxed for 30 min, diluted with H2O, extracted with EtOAc, dried MgSO4) and concentrated in vacuo. The resulting dark brown oil was purified by chromatography [SiO2; heptane:EtOAc (1:1) then (1:3)] to give the title compound (32 mg, 20%) a... The reactants are ClC=1NC=CC1[N+](=O)[O-] (2-chloro-3-nitropyrrole), CNC (dimethylamine). Reaction conditions: temperature 100 celsius. Yields the product CN(C=1NC=CC1[N+](=O)[O-])C (dimethyl(3-nitropyrrol-2-yl)amine). As a reaction SMILES: Cl[C:2]1[NH:3][CH:4]=[CH:5][C:6]=1[N+:7]([O-:9])=[O:8].[CH3:10][NH:11][CH3:12]>>[CH3:10][N:11]([CH3:12])[C:2]1[NH:3][CH:4]=[CH:5][C:6]=1[N+:7]([O-:9])=[O:8]. Procedure details: This compound was prepared in a manner analogous to that set forth in Step C of Example 2, using 0.65 gram (0.0045 mole) of 2-chloro-3-nitropyrrole (prepared in Steps D-F of Example 1) and 5.0 mL (excess) of dimethylamine. The microwave chemical reactor was maintained at 100° C. during a 45-minute period, after which time the reaction was considered to be complete. The crude product was purified with column chromatography on silica gel. Elution was accomplished using 25% hexane in diethyl ether,...